This data is from the Open Reaction Database (ORD), a public repository of structured organic reaction records. The task is: describe an organic reaction: reactants, conditions, products, and yield Starting materials: NC(=O)N (urea), C(C)C(C(C(=O)[O-])=O)Br (ethylbromopyruvate), C(C)O (ethanol). Product: NC=1OC=C(N1)C(=O)OCC (ethyl 2-amino-1,3-oxazole-4-carboxylate). RXN SMILES: [NH2:1][C:2]([NH2:4])=[O:3].C([CH:7](Br)[C:8](=O)[C:9]([O-:11])=[O:10])C.[CH2:14](O)[CH3:15]>>[NH2:1][C:2]1[O:3][CH:7]=[C:8]([C:9]([O:11][CH2:14][CH3:15])=[O:10])[N:4]=1. Reported procedure: To a 250 ml 3-neck round bottom flask was added (20 g, 0.3332 moles) urea, (150 ml) ethanol and (42.42 g, 0.2175 moles, 0.65 eq) ethylbromopyruvate. The mixture was then heated under agitation to reflux for 16 hours. The reaction solution changed from yellow to red in color. The reaction solution was then evaporated to dryness and the crude product was taken up in (50 ml) water and (150 ml) ethyl acetate. The pH was adjusted from 1 to 10 using 2N sodium hydroxide, changing the biphasic mixture a... Starting materials: COC(=O)c1c(OS(=O)(=O)C(F)(F)F)c2cc(Cl)ccc2c(=O)n1Cc1ccccc1, CS(=O)(=O)c1ccc(B(O)O)cc1. Yields the product COC(=O)c1c(-c2ccc(S(C)(=O)=O)cc2)c2cc(Cl)ccc2c(=O)n1Cc1ccccc1. RXN SMILES: [CH3:1][O:2][C:3](=[O:4])[c:5]1[n:6]([CH2:25][c:26]2[cH:27][cH:28][cH:29][cH:30][cH:31]2)[c:7](=[O:24])[c:8]2[cH:9][cH:10][c:11]([Cl:23])[cH:12][c:13]2[c:14]1[O:15][S:16]([C:17]([F:18])([F:19])[F:20])(=[O:21])=[O:22].[CH3:32][S:33](=[O:34])(=[O:35])[c:36]1[cH:37][cH:38][c:39]([B:42]([OH:43])[OH:44])[cH:40][cH:41]1>>[CH3:1][O:2][C:3](=[O:4])[c:5]1[n:6]([CH2:25][c:26]2[cH:27][cH:28][cH:29][cH:30][cH:31]2)[c:7](=[O:24])[c:8]2[cH:9][cH:10][c:11]([Cl:23])[cH:12][c:13]2[c:14]1-[c:39]1[cH:38][cH:37][c:36]([S:33]([CH3:32])(=[O:34])=[O:35])[cH:41][cH:40]1. The reactants are O=C(O)c1cnc2ccc(Br)cc2c1, O=C([O-])O, CO, [Na+], O=S(=O)(O)O. Yields the product COC(=O)c1cnc2ccc(Br)cc2c1. As a reaction SMILES: [Br:1][c:2]1[cH:3][c:4]2[cH:5][c:6]([C:12](=[O:13])[OH:14])[cH:7][n:8][c:9]2[cH:10][cH:11]1.[C:20](=[O:21])([OH:22])[O-:23].[CH3:25][OH:26].[Na+:24].[S:15](=[O:16])(=[O:17])([OH:18])[OH:19]>>[Br:1][c:2]1[cH:3][c:4]2[cH:5][c:6]([C:12](=[O:13])[O:14][CH3:20])[cH:7][n:8][c:9]2[cH:10][cH:11]1. The reactants are FC(C(=O)O)(F)F.NC1C2CC(C(C1)CC2)=O (5-amino-bicyclo[2.2.2]octan-2-one trifluoro-acetic acid salt), C(C1=CC=CC=C1)=O (benzaldehyde). Run in C(Cl)Cl (DCM). The product is FC(C(=O)O)(F)F.C1(=CC=CC=C1)C1NC2CC3CCC2C1C3=O (5-Phenyl-4-aza-tricyclo[4.3.1.03.7]decan-10-one trifluoro-acetic acid salt). Isolated yield 90.8%. Reaction SMILES: [F:1][C:2]([F:7])([F:6])[C:3]([OH:5])=[O:4].[NH2:8][CH:9]1[CH2:14][CH:13]2[CH2:15][CH2:16][CH:10]1[CH2:11][C:12]2=[O:17].[CH:18](=O)[C:19]1[CH:24]=[CH:23][CH:22]=[CH:21][CH:20]=1>C(Cl)Cl>[F:1][C:2]([F:7])([F:6])[C:3]([OH:5])=[O:4].[C:19]1([CH:18]2[CH:11]3[C:12](=[O:17])[CH:13]4[CH2:15][CH2:16][CH:10]3[CH:9]([CH2:14]4)[NH:8]2)[CH:24]=[CH:23][CH:22]=[CH:21][CH:20]=1 |f:0.1,4.5|. Reported procedure: A three neck 3 L flask, fitted with a well isolated soxhlet (300 mL) filled with molecular sieves (3 Å), was charged with 5-amino-bicyclo[2.2.2]octan-2-one trifluoro-acetic acid salt (Preparation 76, 85.0 g, 336 mmol, 1.0 eq), benzaldehyde (37.5 mL, 369 mmol, 1.1 eq) and DCM (1.25 L). The suspension was heated to reflux. The clear reaction mixture was concentrated to a tan solid. The latter was suspended in a mixture of diethyl ether (600 mL) and EtOH (50 mL). The solids were collected by filtra... Starting materials: OCC1=CC=2C(=CSN2)C=C1 (6-Hydroxymethyl-2,1-benzisothiazole), O1CCCC1 (tetrahydrofuran). The reagents and catalysts are [O-2].[Mn+4].[O-2] (manganese(IV) oxide). Run in C(Cl)Cl (CH2Cl2). The product is N=1SC=C2C1C=C(C=C2)C=O (2,1-Benzisothiazole-6-carboxaldehyde). Reaction SMILES: [OH:1][CH2:2][C:3]1[CH:11]=[CH:10][C:6]2=[CH:7][S:8][N:9]=[C:5]2[CH:4]=1.O1CCCC1>C(Cl)Cl.[O-2].[Mn+4].[O-2]>[N:9]1[S:8][CH:7]=[C:6]2[CH:10]=[CH:11][C:3]([CH:2]=[O:1])=[CH:4][C:5]=12 |f:3.4.5|. Procedure: 1.65 g (10 mmol) of 10b are stirred analogously to Example 1b in 100 ml of CH2Cl2 and 30 ml of tetrahydrofuran with 5.5 g (63.4 mmol) of manganese(IV) oxide at room temperature overnight. Reactants: C(C)(=O)O (acetic acid), C([O-])(O)=O.[Na+] (sodium bicarbonate), Cl.BrC1=CC=C(C=C1)NN (4-bromo-phenylhydrazine hydrochloride). Solvent: C1(CCCCC1)=O (cyclohexanone), C1(CCCCC1)=O (Cyclohexanone). The product is BrC=1C=C2C=3CCCCC3NC2=CC1 (6-Bromo-2,3,4,9-tetrahydro-1H-carbazole). RXN SMILES: Cl.[Br:2][C:3]1[CH:8]=[CH:7][C:6]([NH:9]N)=[CH:5][CH:4]=1.[C:11](O)(=O)[CH3:12].C(=O)(O)[O-].[Na+]>C1(=O)CCCCC1>[Br:2][C:3]1[CH:8]=[C:7]2[C:6](=[CH:5][CH:4]=1)[NH:9][C:12]1[CH2:11][CH2:5][CH2:4][CH2:3][C:8]2=1 |f:0.1,3.4|. Reported procedure: Cyclohexanone (1.16 mL, 11.2 mmol) and 4-bromo-phenylhydrazine hydrochloride (2.50 g, 11.2 mmol) were refluxed in cyclohexanone (18 mL) and acetic acid (AcOH) (12 L) for 24 h. The reaction mixture was treated with saturated sodium bicarbonate (Na2CO3) and extracted with ethyl acetate, dried (Na2CO3) and concentrated. The product was purified by column chromatography, giving 479 mg of compound 30 as a solid. Starting materials: C1CCOC1, CC(C)(C)C(=O)N1CCN(c2ccc([N+](=O)[O-])nc2)CC1. Product: CC(C)(C)CN1CCN(c2ccc([N+](=O)[O-])nc2)CC1. RXN SMILES: [CH2:22]1[O:23][CH2:24][CH2:25][CH2:26]1.[CH3:1][C:2]([C:3](=[O:4])[N:5]1[CH2:6][CH2:7][N:8]([c:11]2[cH:12][n:13][c:14]([N+:17](=[O:18])[O-:19])[cH:15][cH:16]2)[CH2:9][CH2:10]1)([CH3:20])[CH3:21]>>[CH3:1][C:2]([CH2:3][N:5]1[CH2:6][CH2:7][N:8]([c:11]2[cH:12][n:13][c:14]([N+:17](=[O:18])[O-:19])[cH:15][cH:16]2)[CH2:9][CH2:10]1)([CH3:20])[CH3:21].